From a dataset of the Open Reaction Database (ORD), a public repository of structured organic reaction records. describe an organic reaction: reactants, conditions, products, and yield Reactants: [BH4-].[Na+] (Sodium borohydride), C(C1=CC=CC=C1)OC1=NC(=C(C=C1C#N)C(C)=O)C (2-benzyloxy-5-acetyl-6-methylpyridin-3-carbonitrile), C(Cl)(Cl)Cl (chloroform). The reagents and catalysts are C(C)(=O)O (acetic acid). The solvent is C(C)O (ethanol). Product: C(C1=CC=CC=C1)OC1=NC(=C(C=C1C#N)C(C)O)C (2-Benzyloxy-5-(1-hydroxyethyl)-6-methylpyridin-3-carbonitrile). RXN SMILES: [BH4-].[Na+].[CH2:3]([O:10][C:11]1[C:16]([C:17]#[N:18])=[CH:15][C:14]([C:19](=[O:21])[CH3:20])=[C:13]([CH3:22])[N:12]=1)[C:4]1[CH:9]=[CH:8][CH:7]=[CH:6][CH:5]=1.C(Cl)(Cl)Cl>C(O)C.C(O)(=O)C>[CH2:3]([O:10][C:11]1[C:16]([C:17]#[N:18])=[CH:15][C:14]([CH:19]([OH:21])[CH3:20])=[C:13]([CH3:22])[N:12]=1)[C:4]1[CH:9]=[CH:8][CH:7]=[CH:6][CH:5]=1 |f:0.1|. Procedure: Sodium borohydride (0.35 g, 0.0092 mol) was added at room temperature to 2-benzyloxy-5-acetyl-6-methylpyridin-3-carbonitrile (2.44 g, 0.0092 mol) in ethanol (60 mL). After 2 hours chloroform was added plus a few drops of acetic acid. After washing with water and brine, the chloroform solution was evaporated to give product which was not purified further. Reactants: O (water), ice, C(C)OC1=NC2=C(C(=C(C=C2C(=C1)O)F)F)F (2-ethoxy-6,7,8-trifluoro-4-hydroxyquinoline), P(=O)(Cl)(Cl)Cl (phosphoryl chloride). Procedure: A suspension of 69.5 g of 2-ethoxy-6,7,8-trifluoro-4-hydroxyquinoline in 430 cm3 of phosphoryl chloride is heated, with stirring, at a temperature close to 100° C. for 30 minutes. The solution obtained is concentrated under reduced pressure (20 kPa) at about 60° C. until the volume is 100 cm3. The residue is taken up in 750 cm3 of ethyl acetate; the solution obtained is poured, with stirring, in the course of 10 minutes into a mixture of 400 cm3 of water and 200 g of ice and the mixture is stirr... Run in petroleum ether. Yields the product ClC1=CC(=NC2=C(C(=C(C=C12)F)F)F)OCC (4-chloro-2-ethoxy-6,7,8-trifluoroquinoline). As a reaction SMILES: [CH2:1]([O:3][C:4]1[CH:13]=[C:12](O)[C:11]2[C:6](=[C:7]([F:17])[C:8]([F:16])=[C:9]([F:15])[CH:10]=2)[N:5]=1)[CH3:2].O.P(Cl)(Cl)([Cl:21])=O>>[Cl:21][C:12]1[C:11]2[C:6](=[C:7]([F:17])[C:8]([F:16])=[C:9]([F:15])[CH:10]=2)[N:5]=[C:4]([O:3][CH2:1][CH3:2])[CH:13]=1.